This data is from the Open Reaction Database (ORD), a public repository of structured organic reaction records. The task is: describe an organic reaction: reactants, conditions, products, and yield Starting materials: C(C)(C)(C)OC(NC1=C(C=C(C=C1)OC(F)(F)F)N)=O ((2-amino-4-trifluoromethoxy-phenyl)-carbamic acid tert-butyl ester), C(C)(C)(C)OC(CC(C1=CC(=CC=C1)C=1C=NC=CC1)=O)=O (3-oxo-3-(3-pyridin-3-yl-phenyl)-propionic acid tert-butyl ester). Product: C(C)(C)(C)OC(NC1=C(C=C(C=C1)OC(F)(F)F)NC(CC(C1=CC(=CC=C1)C=1C=NC=CC1)=O)=O)=O ({2-[3-Oxo-3-(3-pyridin-3-yl-phenyl)-propionylamino]-4-trifluoromethoxy-phenyl}-carbamic acid tert-butyl ester). As a reaction SMILES: [C:1]([O:5][C:6](=[O:20])[NH:7][C:8]1[CH:13]=[CH:12][C:11]([O:14][C:15]([F:18])([F:17])[F:16])=[CH:10][C:9]=1[NH2:19])([CH3:4])([CH3:3])[CH3:2].C([O:25][C:26](=O)[CH2:27][C:28](=[O:41])[C:29]1[CH:34]=[CH:33][CH:32]=[C:31]([C:35]2[CH:36]=[N:37][CH:38]=[CH:39][CH:40]=2)[CH:30]=1)(C)(C)C>>[C:1]([O:5][C:6](=[O:20])[NH:7][C:8]1[CH:13]=[CH:12][C:11]([O:14][C:15]([F:18])([F:17])[F:16])=[CH:10][C:9]=1[NH:19][C:26](=[O:25])[CH2:27][C:28](=[O:41])[C:29]1[CH:34]=[CH:33][CH:32]=[C:31]([C:35]2[CH:36]=[N:37][CH:38]=[CH:39][CH:40]=2)[CH:30]=1)([CH3:4])([CH3:2])[CH3:3]. Procedure: The title compound was prepared from (2-amino-4-trifluoromethoxy-phenyl)-carbamic acid tert-butyl ester (Example J26) (219 mg, 0.75 mmol) and 3-oxo-3-(3-pyridin-3-yl-phenyl)-propionic acid tert-butyl ester (Example K1) (223 mg, 0.75 mmol) according to the general procedure M. Obtained as an amorphous light yellow substance (271 mg, 70%). The reactants are [BH4-], CO, [Na+], O=C1CCCC1Oc1ccc(Oc2ccccc2)cc1, O. The product is OC1CCCC1Oc1ccc(Oc2ccccc2)cc1. Reaction SMILES: [BH4-:1].[CH3:24][OH:25].[Na+:2].[O:3]([c:4]1[cH:5][cH:6][cH:7][cH:8][cH:9]1)[c:10]1[cH:11][cH:12][c:13]([O:14][CH:15]2[C:16](=[O:20])[CH2:17][CH2:18][CH2:19]2)[cH:21][cH:22]1.[OH2:23]>>[O:3]([c:4]1[cH:5][cH:6][cH:7][cH:8][cH:9]1)[c:10]1[cH:11][cH:12][c:13]([O:14][CH:15]2[CH:16]([OH:20])[CH2:17][CH2:18][CH2:19]2)[cH:21][cH:22]1. The reactants are Cc1ccc(C(=O)O)nc1Cl, Cl, C1CCC2=NCCCN2CC1, OCC(F)(F)F. The product is Cc1ccc(C(=O)O)nc1OCC(F)(F)F. Reaction SMILES: [Cl:1][c:2]1[c:3]([CH3:11])[cH:4][cH:5][c:6]([C:8](=[O:9])[OH:10])[n:7]1.[ClH:29].[N:18]12[CH2:19][CH2:20][CH2:21][N:22]=[C:23]1[CH2:24][CH2:25][CH2:26][CH2:27][CH2:28]2.[OH:12][CH2:13][C:14]([F:15])([F:16])[F:17]>>[c:2]1([O:12][CH2:13][C:14]([F:15])([F:16])[F:17])[c:3]([CH3:11])[cH:4][cH:5][c:6]([C:8](=[O:9])[OH:10])[n:7]1. Reactants: CCCCCc1ccc(-c2c(C=Cc3ccc(CCC)cc3)cc(C)c(F)c2F)cc1, Cc1ccccc1, [H][H]. Yields the product CCCCCc1ccc(-c2c(CCc3ccc(CCC)cc3)cc(C)c(F)c2F)cc1. RXN SMILES: [CH2:1]([CH2:2][CH3:3])[c:4]1[cH:5][cH:6][c:7]([CH:10]=[CH:11][c:12]2[c:13](-[c:21]3[cH:22][cH:23][c:24]([CH2:27][CH2:28][CH2:29][CH2:30][CH3:31])[cH:25][cH:26]3)[c:14]([F:20])[c:15]([F:19])[c:16]([CH3:18])[cH:17]2)[cH:8][cH:9]1.[CH3:34][c:35]1[cH:36][cH:37][cH:38][cH:39][cH:40]1.[H:32][H:33]>>[CH2:1]([CH2:2][CH3:3])[c:4]1[cH:5][cH:6][c:7]([CH2:10][CH2:11][c:12]2[c:13](-[c:21]3[cH:22][cH:23][c:24]([CH2:27][CH2:28][CH2:29][CH2:30][CH3:31])[cH:25][cH:26]3)[c:14]([F:20])[c:15]([F:19])[c:16]([CH3:18])[cH:17]2)[cH:8][cH:9]1. Reactants: Cl, COC(OC)c1ccnc(Nc2ccccc2)n1, [Na+], [Na+], O=C([O-])[O-]. Product: O=Cc1ccnc(Nc2ccccc2)n1. RXN SMILES: [ClH:19].[NH:1]([c:2]1[cH:3][cH:4][cH:5][cH:6][cH:7]1)[c:8]1[n:9][cH:10][cH:11][c:12]([CH:14]([O:15][CH3:18])[O:16][CH3:17])[n:13]1.[Na+:20].[Na+:21].[O-:22][C:23](=[O:24])[O-:25]>>[NH:1]([c:2]1[cH:3][cH:4][cH:5][cH:6][cH:7]1)[c:8]1[n:9][cH:10][cH:11][c:12]([CH:14]=[O:15])[n:13]1. Starting materials: C(C)(=O)OCC(=O)N1CCC(CC1)C=1C=C(C(=CC1F)OC)C1=C(C=C(C=C1)C(F)(F)F)CN1C(O[C@@H]([C@@H]1C)C1=CC(=CC(=C1)C(F)(F)F)C(F)(F)F)=O (2-{4-[2′-({(4S,5R)-5-[3,5-bis(trifluoromethyl)phenyl]-4-methyl-2-oxo-1,3-oxazolidin-3-yl}methyl)-4-fluoro-6-methoxy-4′-(trifluoromethyl)biphenyl-3-yl]piperidin-1-yl}-2-oxoethyl acetate), C[O-].[Na+] (sodium methoxide), O (Water), resultant mixture. The solvent is CO (MeOH). Yields the product FC(C=1C=C(C=C(C1)C(F)(F)F)[C@@H]1[C@@H](N(C(O1)=O)CC1=C(C=CC(=C1)C(F)(F)F)C1=C(C=C(C(=C1)C1CCN(CC1)C(CO)=O)F)OC)C)(F)F ((4S,5R)-5-[3,5-bis(trifluoromethyl)phenyl]-3-{[4′-fluoro-5′-(1-glycoloylpiperidin-4-yl)-2′-methoxy-4-(trifluoromethyl)biphenyl-2-yl]methyl}-4-methyl-1,3-oxazolidin-2-one). Reaction SMILES: C([O:4][CH2:5][C:6]([N:8]1[CH2:13][CH2:12][CH:11]([C:14]2[CH:15]=[C:16]([C:23]3[CH:28]=[CH:27][C:26]([C:29]([F:32])([F:31])[F:30])=[CH:25][C:24]=3[CH2:33][N:34]3[C@@H:38]([CH3:39])[C@@H:37]([C:40]4[CH:45]=[C:44]([C:46]([F:49])([F:48])[F:47])[CH:43]=[C:42]([C:50]([F:53])([F:52])[F:51])[CH:41]=4)[O:36][C:35]3=[O:54])[C:17]([O:21][CH3:22])=[CH:18][C:19]=2[F:20])[CH2:10][CH2:9]1)=[O:7])(=O)C.C[O-].[Na+].O>CO>[F:53][C:50]([F:51])([F:52])[C:42]1[CH:41]=[C:40]([C@H:37]2[O:36][C:35](=[O:54])[N:34]([CH2:33][C:24]3[CH:25]=[C:26]([C:29]([F:31])([F:32])[F:30])[CH:27]=[CH:28][C:23]=3[C:16]3[CH:15]=[C:14]([CH:11]4[CH2:10][CH2:9][N:8]([C:6](=[O:7])[CH2:5][OH:4])[CH2:13][CH2:12]4)[C:19]([F:20])=[CH:18][C:17]=3[O:21][CH3:22])[C@H:38]2[CH3:39])[CH:45]=[C:44]([C:46]([F:49])([F:48])[F:47])[CH:43]=1 |f:1.2|. Reported procedure: To a stirred solution of 2-{4-[2′-({(4S,5R)-5-[3,5-bis(trifluoromethyl)phenyl]-4-methyl-2-oxo-1,3-oxazolidin-3-yl}methyl)-4-fluoro-6-methoxy-4′-(trifluoromethyl)biphenyl-3-yl]piperidin-1-yl}-2-oxoethyl acetate (24 mg, 0.031 mmol) in MeOH (1 mL) under N2 was added sodium methoxide (6.66 mg, 0.031 mmol). The resultant mixture was stirred at room temperature for 15 min. Water (10 mL) was added and the mixture was extracted with EtOAc (3×10 mL). The combined organic fractions were washed with brine ... Reactants: CCCC[N+](CCCC)(CCCC)CCCC, CCC(C=O)CC, Cc1ccccc1, ClCc1ccc(Cl)cc1, [I-], [Na+], [OH-]. Yields the product CCC(C=O)(CC)Cc1ccc(Cl)cc1. Reaction SMILES: [CH2:20]([N+:21]([CH2:22][CH2:23][CH2:24][CH3:25])([CH2:26][CH2:27][CH2:28][CH3:29])[CH2:30][CH2:31][CH2:32][CH3:33])[CH2:34][CH2:35][CH3:36].[CH2:3]([CH3:4])[CH:5]([CH:6]=[O:7])[CH2:8][CH3:9].[CH3:37][c:38]1[cH:39][cH:40][cH:41][cH:42][cH:43]1.[Cl:10][c:11]1[cH:12][cH:13][c:14]([CH2:15][Cl:16])[cH:17][cH:18]1.[I-:19].[Na+:2].[OH-:1]>>[CH2:3]([CH3:4])[C:5]([CH:6]=[O:7])([CH2:8][CH3:9])[CH2:15][c:14]1[cH:13][cH:12][c:11]([Cl:10])[cH:18][cH:17]1. Starting materials: NC1=NC(=C2N=CN(C2=N1)[C@H]1[C@H](O)[C@H](O)[C@H](O1)CO)N (2,6-Diamino-9-(β-D-ribofuranosyl)purine), [H-].[Na+] (sodium hydride), BrCCCCCCCCC (bromononane), diamino, [H-].[Na+] (NaH). Run in CN(C)C=O (DMF), CN(C)C=O (DMF). The product is NC1=NC(=C2N=CN(C2=N1)[C@H]1[C@H](OCCCCCCCCC)[C@H](O)[C@H](O1)CO)N (2,6-Diamino-9-(2'-O-nonyl-β-D-ribofuranosyl)purine). The yield is 39.4%. Reaction SMILES: [NH2:1][C:2]1[N:10]=[C:9]2[C:5]([N:6]=[CH:7][N:8]2[C@@H:11]2[O:17][C@H:16]([CH2:18][OH:19])[C@@H:14]([OH:15])[C@H:12]2[OH:13])=[C:4]([NH2:20])[N:3]=1.[H-].[Na+].Br[CH2:24][CH2:25][CH2:26][CH2:27][CH2:28][CH2:29][CH2:30][CH2:31][CH3:32]>CN(C=O)C>[NH2:1][C:2]1[N:10]=[C:9]2[C:5]([N:6]=[CH:7][N:8]2[C@@H:11]2[O:17][C@H:16]([CH2:18][OH:19])[C@@H:14]([OH:15])[C@H:12]2[O:13][CH2:24][CH2:25][CH2:26][CH2:27][CH2:28][CH2:29][CH2:30][CH2:31][CH3:32])=[C:4]([NH2:20])[N:3]=1 |f:1.2|. Procedure: 2,6-Diamino-9-(β-D-ribofuranosyl)purine (50 g, 180 mmol) was treated with sodium hydride (8.8 g, 220 mmol) and bromononane (59 g, 54.4 ml, 285 mmol) in DMF (700 ml) as per the procedure of Example 2 (the diamino compound in DMF was cooled in an ice bath during the addition of NaH) to yield 83 g of crude product. 50 g of crude product was purified by silica gel chromatography. Fraction containing 2'-O-nonyl and 3'-O-nonyl product were combined to give a 77:23 mixture (29 g) of the 2' and 3' produ...